describe an organic reaction: reactants, conditions, products, and yield From a dataset of the Open Reaction Database (ORD), a public repository of structured organic reaction records. Reactants: C(C=C)OP(=O)(CCC(=O)O)OCC=C (3-[bis(2-propenyloxy)phosphinyl]propionic acid), C(=O)(N1C=NC=C1)N1C=NC=C1 (1,1'-Carbonyldiimidazole), C(C)(C)(C)OC([C@H]1NCCC1)=O (L-Proline t-butyl ester). The solvent is C(C)#N (acetonitrile), C(C)#N (acetonitrile). Conditions: time 1 hour. Product: C(C=C)OP(=O)(CCC(=O)N1[C@H](C(=O)OC(C)(C)C)CCC1)OCC=C (1-[3-[Bis(2-propenyloxy)phosphinyl]-1-Oxopropyl]-L-proline, tert-Butyl Ester). RXN SMILES: [CH2:1]([O:4][P:5]([O:12][CH2:13][CH:14]=[CH2:15])([CH2:7][CH2:8][C:9]([OH:11])=O)=[O:6])[CH:2]=[CH2:3].C(N1C=CN=C1)(N1C=CN=C1)=O.[C:28]([O:32][C:33](=[O:39])[C@@H:34]1[CH2:38][CH2:37][CH2:36][NH:35]1)([CH3:31])([CH3:30])[CH3:29]>C(#N)C>[CH2:13]([O:12][P:5]([O:4][CH2:1][CH:2]=[CH2:3])([CH2:7][CH2:8][C:9]([N:35]1[CH2:36][CH2:37][CH2:38][C@H:34]1[C:33]([O:32][C:28]([CH3:30])([CH3:31])[CH3:29])=[O:39])=[O:11])=[O:6])[CH:14]=[CH2:15]. Procedure details: 3-[bis(2-propenyloxy)phosphinyl]propionic acid (3.4 g., 0.014 mol.) is dissolved in 75 ml. of acetonitrile and stirred in an ice bath under a drying tube. 1,1'-Carbonyldiimidazole (2.26 g., 0.014 mole) in 25 ml. of acetonitrile is added and the mixture is stirred for 1 hour. L-Proline t-butyl ester (2.38 g., 0.014 mole) is added, the ice bath is removed, and the mixture is stirred overnight. The solution is evaporated in vacuo, the residue dissolved in ethyl acetate and washed with 5% potassium ... Starting materials: CCN=C=NCCCN(C)C.Cl (EDC•HCl), C=1C=CC2=C(C1)N=NN2O (HOBt), ClC=1C(=CC(=C(C1)CC(=O)O)F)NC(=O)C1=CN(C2=CC=CC=C12)C ((5-chloro-2-fluoro-4-((1-methyl-3-indolylcarbonyl)amino)phenyl)acetic acid), methyl trans-4-((2S)-pyrrolidinylmethoxy)-1-cyclohexanecarboxylate, CN(C)C=O (DMF), C(C)(=O)OCC (ethyl acetate). Reagents/catalysts: CN(C)C=1C=CN=CC1 (DMAP). The solvent is [Cl-].[Na+].O (brine). Run at time 15 hour. Yields the product ClC=1C(=CC(=C(C1)CC(=O)N1[C@@H](CCC1)CO[C@@H]1CC[C@H](CC1)C(=O)OC)F)NC(=O)C1=CN(C2=CC=CC=C12)C (methyl trans-4-(1((5-chloro-2-fluoro-4-(1-methyl-3-indolylcarbonylamino)phenyl)acetyl)-(2S)-pyrrolidinylmethoxy)-1-cyclohexanecarboxylate). The yield is 100.0%. Reaction SMILES: CCN=C=N[CH2:6][CH2:7][CH2:8][N:9]([CH3:11])C.Cl.[CH:13]1[CH:14]=[CH:15][C:16]2N(O)N=N[C:17]=2[CH:18]=1.[Cl:23][C:24]1[C:25]([NH:35][C:36]([C:38]2[C:46]3[C:41](=[CH:42][CH:43]=[CH:44][CH:45]=3)[N:40]([CH3:47])[CH:39]=2)=[O:37])=[CH:26][C:27]([F:34])=[C:28]([CH2:30][C:31]([OH:33])=O)[CH:29]=1.[C:48]([O:51][CH2:52]C)(=[O:50])C.CN([CH:57]=[O:58])C>CN(C1C=CN=CC=1)C.[Cl-].[Na+].O>[Cl:23][C:24]1[C:25]([NH:35][C:36]([C:38]2[C:46]3[C:41](=[CH:42][CH:43]=[CH:44][CH:45]=3)[N:40]([CH3:47])[CH:39]=2)=[O:37])=[CH:26][C:27]([F:34])=[C:28]([CH2:30][C:31]([N:9]2[CH2:8][CH2:7][CH2:6][C@H:11]2[CH2:57][O:58][C@H:13]2[CH2:14][CH2:15][C@H:16]([C:48]([O:51][CH3:52])=[O:50])[CH2:17][CH2:18]2)=[O:33])[CH:29]=1 |f:0.1,7.8.9|. Reported procedure: In DMF (10 ml), EDC•HCl (274 mg, 1.43 mmol), DMAP (catalytic amount), and HOBt (catalytic amount) were added to (5-chloro-2-fluoro-4-((1-methyl-3-indolylcarbonyl)amino)phenyl)acetic acid (344 mg, 0.953 mmol) and methyl trans-4-((2S)-pyrrolidinylmethoxy)-1-cyclohexanecarboxylate (230 mg, 0.953 mmol) and the resulting mixture was stirred at room temperature for 15 hours. To the reaction mixture were added ethyl acetate (200 ml) and saturated brine (100 ml). The organic layer thus separated was was... Starting materials: FC1=C(C#N)C=CC(=C1)O (2-fluoro-4-hydroxybenzonitrile), C(C)I (ethyl iodide), C(C)(C)(C)NO (N-tert-butylhydroxylamine). Yields the product FC1=C(C=CC(=C1)OCC)C=[N+]([O-])C(C)(C)C (α-(2-Fluoro-4-ethoxyphenyl)-N-tert-butylnitrone). Reaction SMILES: [F:1][C:2]1[CH:9]=[C:8]([OH:10])[CH:7]=[CH:6][C:3]=1[C:4]#N.[CH2:11](I)[CH3:12].[C:14]([NH:18][OH:19])([CH3:17])([CH3:16])[CH3:15]>>[F:1][C:2]1[CH:9]=[C:8]([O:10][CH2:11][CH3:12])[CH:7]=[CH:6][C:3]=1[CH:4]=[N+:18]([C:14]([CH3:17])([CH3:16])[CH3:15])[O-:19]. Procedure details: The title compound was prepared according to the procedure described in Example 29 using 2-fluoro-4-hydroxybenzonitrile, ethyl iodide and N-tert-butylhydroxylamine. The title compound was isolated in 64.7% overall yield as slightly yellowish crystals, m.p. 82.5° C. (Rf =0.16 on a silica gel plate using hexanes/ethyl acetate, 4:1, v:v, as the eluant). The reactants are Cl.NCC(=O)C1=CC=C(C=C1)OC(F)(F)F (2-amino-1-(4-(trifluoromethoxy)phenyl)ethanone hydrochloride), [N-]=C=S.[K+] (potassium isothiocyanate), [N-]=C=S.[K+] (potassium isothiocyanate). Run in O (water), Cl (hydrochloric acid). Conditions: temperature 100 celsius, time 16 hour. The product is FC(OC1=CC=C(C=C1)C=1NC(NC1)=S)(F)F (4-(4-(Trifluoromethoxy)phenyl)-1,3-dihydroimidazole-2-thione). As a reaction SMILES: Cl.[NH2:2][CH2:3][C:4]([C:6]1[CH:11]=[CH:10][C:9]([O:12][C:13]([F:16])([F:15])[F:14])=[CH:8][CH:7]=1)=O.[N-:17]=[C:18]=[S:19].[K+]>O.Cl>[F:14][C:13]([F:16])([F:15])[O:12][C:9]1[CH:10]=[CH:11][C:6]([C:4]2[NH:17][C:18](=[S:19])[NH:2][CH:3]=2)=[CH:7][CH:8]=1 |f:0.1,2.3|. Reported procedure: 490 mg (1.89 mmol, 1 eq) of 2-amino-1-(4-(trifluoromethoxy)phenyl)ethanone hydrochloride and 320 mg (8.62 mmol, 4.5 eq) of potassium isothiocyanate are dissolved in 5 ml of water in the presence of 1 ml of a 2M hydrochloric acid solution. The reaction mixture is stirred at 100° C. for 16 hours. 320 mg (8.62 mmol, 4.5 eq) of potassium isothiocyanate are added and the reaction mixture is stirred at 100° C. for 16 hours. The medium is filtered and then the solid is washed with water. 320 mg of 4-(4... Starting materials: ClC=1N=C(C2=C(N1)C(=NC=N2)SCCC)N2CCCCC2 (2-chloro-4-piperidino-8-n-propylthio-pyrimido[5,4-d]pyrimidine), N1CCNCC1 (piperazine). Solvent: CS(=O)C (dimethylsulphoxide). Product: N1(CCCCC1)C=1C2=C(N=C(N1)N1CCNCC1)C(=NC=N2)SCCC (4-Piperidino-2-piperazino-8-n-propylthio-pyrimido[5,4-d]-pyrimidine). Reaction SMILES: Cl[C:2]1[N:3]=[C:4]([N:16]2[CH2:21][CH2:20][CH2:19][CH2:18][CH2:17]2)[C:5]2[N:11]=[CH:10][N:9]=[C:8]([S:12][CH2:13][CH2:14][CH3:15])[C:6]=2[N:7]=1.[NH:22]1[CH2:27][CH2:26][NH:25][CH2:24][CH2:23]1>CS(C)=O>[N:16]1([C:4]2[C:5]3[N:11]=[CH:10][N:9]=[C:8]([S:12][CH2:13][CH2:14][CH3:15])[C:6]=3[N:7]=[C:2]([N:22]3[CH2:27][CH2:26][NH:25][CH2:24][CH2:23]3)[N:3]=2)[CH2:21][CH2:20][CH2:19][CH2:18][CH2:17]1. Procedure: Prepared analogously to Example 2 from 2-chloro-4-piperidino-8-n-propylthio-pyrimido[5,4-d]pyrimidine and piperazine in dimethylsulphoxide. The reactants are ClCl (chlorine), halopyridine sulfonyl chloride, ClC1=NC=CC=C1Cl (2,3-dichloropyridine), halophenylmethylthiopyridine, S(=O)(=O)(Cl)Cl (sulfonyl chloride), N (ammonia). Solvent: C(C1=CC=CC=C1)S (benzyl mercaptan), CN(C=O)C (dimethylformamide), CS(=O)C (dimethylsulfoxide). Product: halopyridine sulfonamide, ClC=1C(=NC=CC1)S(=O)(=O)N (3-chloro-2-pyridine sulfonamide). As a reaction SMILES: Cl[C:2]1[C:7]([Cl:8])=[CH:6][CH:5]=[CH:4][N:3]=1.ClCl.[S:11](Cl)(Cl)(=[O:13])=[O:12].[NH3:16]>C(S)C1C=CC=CC=1.CN(C)C=O.CS(C)=O>[Cl:8][C:7]1[C:2]([S:11]([NH2:16])(=[O:13])=[O:12])=[N:3][CH:4]=[CH:5][CH:6]=1. Procedure details: The halopyridine sulfonamide of the present invention is prepared in a two-step process. In step one, benzyl mercaptan is dissolved in a solvent such as dimethylformamide or dimethylsulfoxide, mixed with 2,3-dichloropyridine and heated at about 50°-100° C. for about 2-6 hours. The residue is taken up in a solvent and distilled to give the resulting product, 3-chloro-2-(phenylmethyl)thio)pyridine. In step two, the halophenylmethylthiopyridine prepared in step one is converted by oxidative chlorin... Reactants: N#Cc1ccc(C=O)cc1, [BH3-]C#N, CC(=O)O, CO, [Na+], NC1CCN(c2ccccc2)CC1. Yields the product N#Cc1ccc(CNC2CCN(c3ccccc3)CC2)cc1. As a reaction SMILES: [C:14](#[N:15])[c:16]1[cH:17][cH:18][c:19]([CH:20]=[O:21])[cH:22][cH:23]1.[C:28]([BH3-:29])#[N:30].[CH3:24][C:25](=[O:26])[OH:27].[CH3:32][OH:33].[Na+:31].[c:1]1([N:7]2[CH2:8][CH2:9][CH:10]([NH2:13])[CH2:11][CH2:12]2)[cH:2][cH:3][cH:4][cH:5][cH:6]1>>[c:1]1([N:7]2[CH2:8][CH2:9][CH:10]([NH:13][CH2:20][c:19]3[cH:18][cH:17][c:16]([C:14]#[N:15])[cH:23][cH:22]3)[CH2:11][CH2:12]2)[cH:2][cH:3][cH:4][cH:5][cH:6]1. Starting materials: [OH-].[Na+] (sodium hydroxide), O (water), COC(CCCCCNC=1C2=C(N=CN1)OC(=C2C2=CC=C(C=C2)OC)C2=C(C=CC=C2OC)F)=O (6-{[6-(2-fluoro-6-methoxyphenyl)-5-(4-methoxyphenyl)furo[2,3-d]pyrimidin-4-yl]amino}hexanoic acid methyl ester), Cl (hydrochloric acid). The solvent is O1CCOCC1 (dioxan), ClCCl (dichloromethane). Run at time 16 hour. The product is FC1=C(C(=CC=C1)OC)C1=C(C2=C(N=CN=C2NCCCCCC(=O)O)O1)C1=CC=C(C=C1)OC (6-{[6-(2-Fluoro-6-methoxyphenyl)-5-(4-methoxyphenyl)furo[2,3-d]pyrimidin-4-yl]amino}-hexanoic acid). RXN SMILES: C[O:2][C:3](=[O:36])[CH2:4][CH2:5][CH2:6][CH2:7][CH2:8][NH:9][C:10]1[C:11]2[C:18]([C:19]3[CH:24]=[CH:23][C:22]([O:25][CH3:26])=[CH:21][CH:20]=3)=[C:17]([C:27]3[C:32]([O:33][CH3:34])=[CH:31][CH:30]=[CH:29][C:28]=3[F:35])[O:16][C:12]=2[N:13]=[CH:14][N:15]=1.[OH-].[Na+].Cl.O>O1CCOCC1.ClCCl>[F:35][C:28]1[CH:29]=[CH:30][CH:31]=[C:32]([O:33][CH3:34])[C:27]=1[C:17]1[O:16][C:12]2[N:13]=[CH:14][N:15]=[C:10]([NH:9][CH2:8][CH2:7][CH2:6][CH2:5][CH2:4][C:3]([OH:36])=[O:2])[C:11]=2[C:18]=1[C:19]1[CH:24]=[CH:23][C:22]([O:25][CH3:26])=[CH:21][CH:20]=1 |f:1.2|. Reported procedure: Dissolve 42 mg (0.09 mmol) 6-{[6-(2-fluoro-6-methoxyphenyl)-5-(4-methoxyphenyl)furo[2,3-d]pyrimidin-4-yl]amino}hexanoic acid methyl ester in 1.0 ml dioxan and add 0.26 ml 1 N sodium hydroxide solution. Stir for 16 h at RT, then add 0.26 ml 1 N hydrochloric acid and then 2 ml water and 5 ml dichloromethane. Separate the organic phase, dry over sodium sulphate, filter, and concentrate by evaporation. 39 mg (96% of theor.) of the target compound is obtained. The reactants are OC1=C(C=C(C=C1)C=C)N1N=C2C(=N1)C=CC=C2 (2(2-hydroxy-5-vinylphenyl)2H-benzotriazole), OC1=C(C=C(C=C1)C(=C)C)N1N=C2C(=N1)C=CC=C2 (2(2-hydroxy-5-isopropenylphenyl)2H-benzotriazole), O=O (oxygen). The product is OC1=C(C=C(C=C1)C(=C)C)N1N=C2C(=N1)C=CC=C2 (2(2-hydroxy-5-isopropenylphenyl)2H-benzotriazole), C(C(=C)C)(=O)OC (methyl methacrylate), C(C=C)(=O)OCCCC (n-butyl acrylate), C=CC1=CC=CC=C1 (styrene). As a reaction SMILES: [OH:1][C:2]1[CH:7]=[CH:6][C:5]([CH:8]=[CH2:9])=[CH:4][C:3]=1N1N=C2C=CC=CC2=N1.[OH:19][C:20]1[CH:25]=[CH:24][C:23]([C:26]([CH3:28])=[CH2:27])=[CH:22][C:21]=1[N:29]1[N:33]=[C:32]2[CH:34]=[CH:35][CH:36]=[CH:37][C:31]2=[N:30]1.[O:38]=O>>[OH:19][C:20]1[CH:25]=[CH:24][C:23]([C:26]([CH3:28])=[CH2:27])=[CH:22][C:21]=1[N:29]1[N:33]=[C:32]2[CH:34]=[CH:35][CH:36]=[CH:37][C:31]2=[N:30]1.[C:8]([O:19][CH3:20])(=[O:38])[C:5]([CH3:4])=[CH2:6].[C:20]([O:1][CH2:2][CH2:7][CH2:6][CH3:5])(=[O:19])[CH:21]=[CH2:22].[CH2:9]=[CH:8][C:5]1[CH:6]=[CH:7][CH:2]=[CH:3][CH:4]=1. Procedure details: The polymerization and grafting of 2(2-hydroxy-5-vinylphenyl)2H-benzotriazole (2H5V), and the polymerization, copolymerization and grafting of 2(2-hydroxy-5-isopropenylphenyl)2H-benzotriazole (2H5P) under conditions excluding oxygen were attempted. The results of the copolymerization of 2(2-hydroxy-5-isopropenylphenyl)2H-benzotriazole (2H5P) with methyl methacrylate, n-butyl acrylate and styrene are summarized in Table I.